Dataset: the Open Reaction Database (ORD), a public repository of structured organic reaction records. Task: describe an organic reaction: reactants, conditions, products, and yield Starting materials: IC1=C(C=CC(=C1)CC1=NC=CC=N1)O (2-iodo-4-(pyrimidin-2-ylmethyl)phenol), C(#C)C1=C(C=C(CN2CC(C2)C(=O)OC)C=C1)F (methyl 1-(4-ethynyl-3-fluorobenzyl)azetidine-3-carboxylate). The product is FC=1C=C(C=CC1C=1OC2=C(C1)C=C(C=C2)CC2=NC=CC=N2)CN2CC(C2)C(=O)OC (Methyl 1-((3-fluoro-4-(5-(pyrimidin-2-ylmethyl)benzofuran-2-yl)phenyl)methyl)azetidine-3-carboxylate). Reaction SMILES: I[C:2]1[CH:7]=[C:6]([CH2:8][C:9]2[N:14]=[CH:13][CH:12]=[CH:11][N:10]=2)[CH:5]=[CH:4][C:3]=1[OH:15].[C:16]([C:18]1[CH:32]=[CH:31][C:21]([CH2:22][N:23]2[CH2:26][CH:25]([C:27]([O:29][CH3:30])=[O:28])[CH2:24]2)=[CH:20][C:19]=1[F:33])#[CH:17]>>[F:33][C:19]1[CH:20]=[C:21]([CH2:22][N:23]2[CH2:26][CH:25]([C:27]([O:29][CH3:30])=[O:28])[CH2:24]2)[CH:31]=[CH:32][C:18]=1[C:16]1[O:15][C:3]2[CH:4]=[CH:5][C:6]([CH2:8][C:9]3[N:14]=[CH:13][CH:12]=[CH:11][N:10]=3)=[CH:7][C:2]=2[CH:17]=1. Procedure: Synthesized according to Scheme B3 and general procedure G from 2-iodo-4-(pyrimidin-2-ylmethyl)phenol (0.230 g, 0.74 mmol) and methyl 1-(4-ethynyl-3-fluorobenzyl)azetidine-3-carboxylate (0.220 g, 0.89 mmol). MS (ESI) m/z: Calculated: 431.2; Observed: 432.5 (M++1). Reactants: O=C([O-])O, CC#N, CCOC(C)=O, CCCc1c(Cc2ccc(-c3ccccc3-c3noc(=O)[nH]3)cc2)c(=O)n(CC(O)C2CCCCC2)c2nc(C)nn12, [Na+], [Na+], [Na+], O, O, O, O, O, O=S([O-])([O-])=S. The product is CCCc1c(Cc2ccc(-c3ccccc3-c3noc(=O)[nH]3)cc2)c(=O)n(CC(=O)C2CCCCC2)c2nc(C)nn12. As a reaction SMILES: [C:46](=[O:47])([O-:48])[OH:49].[CH3:43][C:44]#[N:45].[CH3:63][CH2:64][O:65][C:66](=[O:67])[CH3:68].[CH:1]1([CH:7]([CH2:8][n:9]2[c:10]3[n:11]([c:12]([CH2:35][CH2:36][CH3:37])[c:13]([CH2:16][c:17]4[cH:18][cH:19][c:20](-[c:23]5[c:24](-[c:29]6[n:30][o:31][c:32](=[O:34])[nH:33]6)[cH:25][cH:26][cH:27][cH:28]5)[cH:21][cH:22]4)[c:14]2=[O:15])[n:38][c:39]([CH3:41])[n:40]3)[OH:42])[CH2:2][CH2:3][CH2:4][CH2:5][CH2:6]1.[Na+:50].[Na+:61].[Na+:62].[OH2:51].[OH2:52].[OH2:53].[OH2:54].[OH2:55].[S:56]([O-:57])([O-:58])(=[O:59])=[S:60]>>[CH:1]1([C:7]([CH2:8][n:9]2[c:10]3[n:11]([c:12]([CH2:35][CH2:36][CH3:37])[c:13]([CH2:16][c:17]4[cH:18][cH:19][c:20](-[c:23]5[c:24](-[c:29]6[n:30][o:31][c:32](=[O:34])[nH:33]6)[cH:25][cH:26][cH:27][cH:28]5)[cH:21][cH:22]4)[c:14]2=[O:15])[n:38][c:39]([CH3:41])[n:40]3)=[O:42])[CH2:2][CH2:3][CH2:4][CH2:5][CH2:6]1. The reactants are BrC=1C=C(OC1C=1C=C2CCC(C2=CC1)=NOC)C=O (4-Bromo-5-(1-methoxyimino-indan-5-yl)-furan-2-carbaldehyde), C(CCC)[Sn](C1=CC=NC=C1)(CCCC)CCCC (4-tributylstannylpyridine), C1(=CC=CC=C1)P(C1=CC=CC=C1)C1=CC=CC=C1 (triphenylphosphine). Reagents/catalysts: C(C)(=O)[O-].[Pd+2].C(C)(=O)[O-] (palladium acetate). Run in C1(=CC=CC=C1)C (toluene). The product is CON=C1CCC2=CC(=CC=C12)C1=C(C=C(O1)C=O)C1=CC=NC=C1 (5-(1-Methoxyimino-indan-5-yl)-4-pyridin-4-yl-furan-2-carbaldehyde). Yield: 68.7%. RXN SMILES: Br[C:2]1[CH:3]=[C:4]([CH:19]=[O:20])[O:5][C:6]=1[C:7]1[CH:8]=[C:9]2[C:13](=[CH:14][CH:15]=1)[C:12](=[N:16][O:17][CH3:18])[CH2:11][CH2:10]2.C([Sn](CCCC)(CCCC)[C:26]1[CH:31]=[CH:30][N:29]=[CH:28][CH:27]=1)CCC.C1(P(C2C=CC=CC=2)C2C=CC=CC=2)C=CC=CC=1>C1(C)C=CC=CC=1.C([O-])(=O)C.[Pd+2].C([O-])(=O)C>[CH3:18][O:17][N:16]=[C:12]1[C:13]2[C:9](=[CH:8][C:7]([C:6]3[O:5][C:4]([CH:19]=[O:20])=[CH:3][C:2]=3[C:26]3[CH:31]=[CH:30][N:29]=[CH:28][CH:27]=3)=[CH:15][CH:14]=2)[CH2:10][CH2:11]1 |f:4.5.6|. Reported procedure: A degassed mixture of the product of Step 4 (2.0 g, 6.0 mmol) and 4-tributylstannylpyridine (2.5 g, 6.8 mmol) in toluene (100 ml) was treated with triphenylphosphine (156 mg, 0.6 mmol) and palladium acetate (67 mg, 0.3 mmol) then heated under reflux for 60 hours. The reaction mixture was concentrated in vacuo and the product purified by silica gel chromatography eluting with ethyl acetate/hexane (1:1) and then ethyl acetate to give the title compound (1.37 g, 69%); MS(ES+) m/e 333 [M+H]+. Starting materials: C(=O)=O (dry ice), C1(=CC=CC=C1)C (toluene), C1(=CC=CC=C1)C (toluene), O=O (oxygen), O (water), C(=O)=O (carbon dioxide). The product is C(C1=CC=CC=C1)=O (benzaldehyde), C(C1=CC=CC=C1)(=O)O (benzoic acid). RXN SMILES: O=O.O.[C:4](=[O:6])=[O:5].[C:7]1(C)[CH:12]=[CH:11][CH:10]=[CH:9][CH:8]=1>>[CH:4](=[O:6])[C:7]1[CH:12]=[CH:11][CH:10]=[CH:9][CH:8]=1.[C:4]([OH:6])(=[O:5])[C:7]1[CH:12]=[CH:11][CH:10]=[CH:9][CH:8]=1. Procedure: The reactor is heated to, and maintained at, 140°, when a stream of 300 mmoles/hr. nitrogen, 100 mmoles/hr. oxygen, 180 mmoles/hr. water and 17 mmoles/hr. toluene is passed through the catalyst bed. The exhaust gases are passed through a trap cooled by dry ice, followed by a carbon dioxide absorbing solution. Gas chromatographic and titrimetric analyses on the product of a 5 hour operation indicate product yields of 2.6 mole % benzaldehyde, 0.6 mole % benzoic acid and 0.8 mole % toluene converte...